This data is from the Open Reaction Database (ORD), a public repository of structured organic reaction records. The task is: describe an organic reaction: reactants, conditions, products, and yield Reactants: O1CCCC1.C[Mg]Br (methylmagnesium bromide tetrahydrofuran), Cl (hydrochloric acid), CC(C)OC=1C=C(C=C2C=C(NC12)C=1SC(CN1)CC(=O)OCC)OC1=CC=C(C=C1)S(=O)(=O)C (ethyl (2-{7-(1-methylethoxy)-5-[4-(methylsulfonyl)phenoxy]-1H-indol-2-yl}-4,5-dihydro-1,3-thiazol-5-yl)acetate), O1CCCC1.C[Mg]Br (methylmagnesium bromide tetrahydrofuran), O1CCCC1.C[Mg]Br (methylmagnesium bromide tetrahydrofuran). Run in O1CCCC1 (tetrahydrofuran). Run at time 1.5 hour. Product: CC(CC1CN=C(S1)C=1NC2=C(C=C(C=C2C1)OC1=CC=C(C=C1)S(=O)(=O)C)OC(C)C)(C)O (2-Methyl-1-(2-{7-(1-methylethoxy)-5-[4-(methylsulfonyl)phenoxy]-1H-indol-2-yl}-4,5-dihydro-1,3-thiazol-5-yl)propan-2-ol). The yield is 10.0%. As a reaction SMILES: [CH3:1][CH:2]([O:4][C:5]1[CH:6]=[C:7]([O:25][C:26]2[CH:31]=[CH:30][C:29]([S:32]([CH3:35])(=[O:34])=[O:33])=[CH:28][CH:27]=2)[CH:8]=[C:9]2[C:13]=1[NH:12][C:11]([C:14]1[S:15][CH:16]([CH2:19]C(OCC)=O)[CH2:17][N:18]=1)=[CH:10]2)[CH3:3].[O:36]1[CH2:40][CH2:39]CC1.[CH3:41][Mg]Br.Cl>O1CCCC1>[CH3:41][C:40]([OH:36])([CH3:39])[CH2:19][CH:16]1[S:15][C:14]([C:11]2[NH:12][C:13]3[C:9]([CH:10]=2)=[CH:8][C:7]([O:25][C:26]2[CH:31]=[CH:30][C:29]([S:32]([CH3:35])(=[O:33])=[O:34])=[CH:28][CH:27]=2)=[CH:6][C:5]=3[O:4][CH:2]([CH3:3])[CH3:1])=[N:18][CH2:17]1 |f:1.2|. Reported procedure: To a solution of ethyl (2-{7-(1-methylethoxy)-5-[4-(methylsulfonyl)phenoxy]-1H-indol-2-yl}-4,5-dihydro-1,3-thiazol-5-yl)acetate (490 mg) in tetrahydrofuran (10 mL) was added 1M methylmagnesium bromide tetrahydrofuran solution (7.6 mL) at 0° C. After the mixture was stirred at room temperature for 1.5 h, 1M methylmagnesium bromide tetrahydrofuran solution (3.4 mL) was added to the mixture again at room temperature. The mixture was stirred at room temperature for 2 h. Furthermore, 1M methylmagnesi...